From a dataset of the Open Reaction Database (ORD), a public repository of structured organic reaction records. describe an organic reaction: reactants, conditions, products, and yield Reactants: BrCCBr, CCCS(=O)(=O)c1cc(C2CCC(c3cc(OC)c(OC)c(OC)c3)O2)cc(OC)c1O, CCOCC, [K+], [K+], O=C([O-])[O-], CN(C)C=O, O. Yields the product CCCS(=O)(=O)c1cc(C2CCC(c3cc(OC)c(OC)c(OC)c3)O2)cc(OC)c1OCCBr. Reaction SMILES: [Br:33][CH2:34][CH2:35][Br:36].[CH2:1]([CH2:2][CH3:3])[S:4](=[O:5])(=[O:6])[c:7]1[cH:8][c:9]([CH:16]2[O:17][CH:18]([c:21]3[cH:22][c:23]([O:31][CH3:32])[c:24]([O:29][CH3:30])[c:25]([O:27][CH3:28])[cH:26]3)[CH2:19][CH2:20]2)[cH:10][c:11]([O:14][CH3:15])[c:12]1[OH:13].[CH2:43]([O:44][CH2:45][CH3:46])[CH3:47].[K+:37].[K+:38].[O-:39][C:40]([O-:41])=[O:42].[O:48]=[CH:49][N:50]([CH3:51])[CH3:52].[OH2:53]>>[CH2:1]([CH2:2][CH3:3])[S:4](=[O:5])(=[O:6])[c:7]1[cH:8][c:9]([CH:16]2[O:17][CH:18]([c:21]3[cH:22][c:23]([O:31][CH3:32])[c:24]([O:29][CH3:30])[c:25]([O:27][CH3:28])[cH:26]3)[CH2:19][CH2:20]2)[cH:10][c:11]([O:14][CH3:15])[c:12]1[O:13][CH2:35][CH2:34][Br:33].